From a dataset of the Open Reaction Database (ORD), a public repository of structured organic reaction records. describe an organic reaction: reactants, conditions, products, and yield Reaction SMILES: [BH4-:22].[CH2:1]([CH:2]([CH3:3])[CH3:4])[c:5]1[cH:6][c:7]([NH2:8])[cH:9][cH:10][c:11]1[C:12]([C:13]([F:14])([F:15])[F:16])([C:17]([F:18])([F:19])[F:20])[F:21].[CH3:24][C:25](=[O:26])[OH:27].[CH3:28][S:29]([CH3:30])=[O:31].[CH3:32][CH2:33][O:34][C:35](=[O:36])[CH3:37].[Na+:23]>>[CH2:1]([CH:2]([CH3:3])[CH3:4])[c:5]1[cH:6][c:7]([NH2:8])[cH:9][cH:10][c:11]1[CH:12]([C:13]([F:14])([F:15])[F:16])[C:17]([F:18])([F:19])[F:20]. Reactants: [BH4-], CC(C)Cc1cc(N)ccc1C(F)(C(F)(F)F)C(F)(F)F, CC(=O)O, CS(C)=O, CCOC(C)=O, [Na+]. Product: CC(C)Cc1cc(N)ccc1C(C(F)(F)F)C(F)(F)F. Starting materials: CC(=O)CC1=CC=NC=C1 ((4-pyridinyl)methyl methyl ketone), C(C)(C)NC(C)C (diisopropylamine), C(CCC)[Li] (n-butyllithium), N1=CC=C(C=C1)C (4-picoline). The solvent is CN(P(=O)(N(C)C)N(C)C)C (hexamethylphosphoramide), CN(C=O)C (dimethylformamide), C(C)#N (acetonitrile), C(C)(=O)OCC (ethyl acetate), CN(P(=O)(N(C)C)N(C)C)C (hexamethylphosphoramide), O1CCCC1 (tetrahydrofuran), O1CCCC1 (tetrahydrofuran), CCCCCC (n-hexane), CN(P(=O)(N(C)C)N(C)C)C (hexamethylphosphoramide), O1CCCC1 (tetrahydrofuran), CN(P(=O)(N(C)C)N(C)C)C (hexamethylphosphoramide), CN(P(=O)(N(C)C)N(C)C)C (hexamethylphosphoramide). Reaction conditions: time 30 minute. The product is CC(=O)C(=CN(C)C)C1=CC=NC=C1 (1-(4-Pyridinyl)-2-(dimethylamino)ethenyl methyl ketone). As a reaction SMILES: [CH3:1][C:2]([CH2:4][C:5]1[CH:10]=[CH:9][N:8]=[CH:7][CH:6]=1)=[O:3].[CH:11]([NH:14][CH:15](C)C)(C)C.[CH2:18]([Li])CCC.N1C=CC(C)=CC=1>CCCCCC.CN(C)P(N(C)C)(N(C)C)=O.O1CCCC1.C(OCC)(=O)C.C(#N)C.CN(C)C=O>[CH3:1][C:2]([C:4]([C:5]1[CH:10]=[CH:9][N:8]=[CH:7][CH:6]=1)=[CH:11][N:14]([CH3:15])[CH3:18])=[O:3]. Procedure details: The above preparation can be carried out using in place of hexamethylphosphoramide other solvents, e.g., dimethylformamide, acetonitrile or others noted above or in the absence of a solvent; however, hexamethylphosphoramide was conveniently used since (4-pyridinyl)methyl methyl ketone was conveniently prepared as a mixture together with hexamethylphosphoramide, as seen by the following preparation: To a stirred solution containing 70 ml. of freshly distilled diisopropylamine and 200 ml. of tetra... The reactants are CC(C)(C)C(=O)Cl, C1CCOC1, CCOC(C)=O, [Li]CCCC, CC1CC(Cc2ccc(-c3ccccc3)cc2)NC1=O. Product: CC1CC(Cc2ccc(-c3ccccc3)cc2)N(C(=O)C(C)(C)C)C1=O. As a reaction SMILES: [C:26]([C:27]([CH3:28])([CH3:29])[CH3:30])(=[O:31])[Cl:32].[CH2:33]1[O:34][CH2:35][CH2:36][CH2:37]1.[CH3:38][CH2:39][O:40][C:41](=[O:42])[CH3:43].[Li:21][CH2:22][CH2:23][CH2:24][CH3:25].[c:1]1(-[c:15]2[cH:16][cH:17][cH:18][cH:19][cH:20]2)[cH:2][cH:3][c:4]([CH2:7][CH:8]2[CH2:9][CH:10]([CH3:14])[C:11](=[O:13])[NH:12]2)[cH:5][cH:6]1>>[c:1]1(-[c:15]2[cH:16][cH:17][cH:18][cH:19][cH:20]2)[cH:2][cH:3][c:4]([CH2:7][CH:8]2[CH2:9][CH:10]([CH3:14])[C:11](=[O:13])[N:12]2[C:26]([C:27]([CH3:28])([CH3:29])[CH3:30])=[O:31])[cH:5][cH:6]1. The reactants are [H-].[Na+] (NaH), S1C(NC2=C1C=CC=C2)=O (benzthiazolin-2-one), COC(CCCCCCCBr)=O (8-bromo-caprylic acid methyl ester). Solvent: CN(C)C=O (DMF). The product is COC(CCCCCCCN1C(SC2=C1C=CC=C2)=O)=O (8-(2-Oxo-benzthiazolin-3-yl)-caprylic acid methyl ester). As a reaction SMILES: [H-].[Na+].[S:3]1[C:7]2[CH:8]=[CH:9][CH:10]=[CH:11][C:6]=2[NH:5][C:4]1=[O:12].[CH3:13][O:14][C:15](=[O:24])[CH2:16][CH2:17][CH2:18][CH2:19][CH2:20][CH2:21][CH2:22]Br>CN(C=O)C>[CH3:13][O:14][C:15](=[O:24])[CH2:16][CH2:17][CH2:18][CH2:19][CH2:20][CH2:21][CH2:22][N:5]1[C:6]2[CH:11]=[CH:10][CH:9]=[CH:8][C:7]=2[S:3][C:4]1=[O:12] |f:0.1|. Procedure: The product is produced as described in example 1 from 3 g. of NaH (80% suspension in mineral oil), 15.1 g. of benzthiazolin-2-one, 200 cc. of DMF, 23.7 g. of 8-bromo-caprylic acid methyl ester and 3 g. NaJ. Reactants: [OH-].[Ca+2].[OH-] (calcium hydroxide), C(C)N(CC(CNC1=CC=C(C#N)C=C1)O)CCCSCCC (4-[[3-[ethyl[3-(propylthio)propyl]amino]-2-hydroxy-propyl]amino]-benzonitrile), C1(=CC=C(C=C1)S(=O)(=O)O)C (toluene-4-sulfonic acid), ClC1=CC(=CC=C1)C(=O)OO (3-chloroperbenzoic acid). Run in C(C)O (ethanol). Reaction conditions: temperature -10 celsius, time 1 hour. The product is C(C)N(CC(CNC1=CC=C(C#N)C=C1)O)CCCS(=O)CCC (4-[[3-[ethyl[3-(propylsulfinyl)propyl]amino]-2-hydroxypropyl]amino]-benzonitrile). Isolated yield 48.2%. Reaction SMILES: [CH2:1]([N:3]([CH2:17][CH2:18][CH2:19][S:20][CH2:21][CH2:22][CH3:23])[CH2:4][CH:5]([OH:16])[CH2:6][NH:7][C:8]1[CH:15]=[CH:14][C:11]([C:12]#[N:13])=[CH:10][CH:9]=1)[CH3:2].C1(C)C=CC(S(O)(=O)=[O:31])=CC=1.ClC1C=CC=C(C(OO)=O)C=1.[OH-].[Ca+2].[OH-]>C(O)C>[CH2:1]([N:3]([CH2:17][CH2:18][CH2:19][S:20]([CH2:21][CH2:22][CH3:23])=[O:31])[CH2:4][CH:5]([OH:16])[CH2:6][NH:7][C:8]1[CH:9]=[CH:10][C:11]([C:12]#[N:13])=[CH:14][CH:15]=1)[CH3:2] |f:3.4.5|. Procedure details: A solution of 4-[[3-[ethyl[3-(propylthio)propyl]amino]-2-hydroxy-propyl]amino]-benzonitrile (2.0 g, 5.9 mmol) and toluene-4-sulfonic acid (2.3 g, 11.9 mmol) in ethanol (50 ml) was stirred 1/2 h at room temperature. The mixture was cooled to -10 ° C. and solid 3-chloroperbenzoic acid was added during 1/2 h. The solution was stirred for 1 h at room temperature. Solid calcium hydroxide (1.2 g, 16.4 mmol) was added, followed by stirring for 15 minutes. Filtration and evaporation gave an oily residue... Starting materials: CC(C1CC1)N1Cc2cc(Br)cc(Cl)c2C1=O, C#C[Si](C)(C)C, CC(=O)[O-], CC(=O)[O-], CC(C)NC(C)C, [Cu+2], [SiH4], c1ccc(P(c2ccccc2)c2ccccc2)cc1. Product: CC(C1CC1)N1Cc2cc(C#C[Si](C)(C)C)cc(Cl)c2C1=O. RXN SMILES: [Br:1][c:2]1[cH:3][c:4]2[c:8]([c:9]([Cl:11])[cH:10]1)[C:7](=[O:12])[N:6]([CH:13]([CH3:14])[CH:15]1[CH2:16][CH2:17]1)[CH2:5]2.[C:37](#[CH:38])[Si:39]([CH3:40])([CH3:41])[CH3:42].[C:51]([O-:52])(=[O:53])[CH3:54].[C:56]([O-:57])(=[O:58])[CH3:59].[CH:44]([NH:45][CH:46]([CH3:47])[CH3:48])([CH3:49])[CH3:50].[Cu+2:55].[SiH4:43].[c:18]1([P:19]([c:20]2[cH:21][cH:22][cH:23][cH:24][cH:25]2)[c:26]2[cH:27][cH:28][cH:29][cH:30][cH:31]2)[cH:32][cH:33][cH:34][cH:35][cH:36]1>>[c:2]1([C:38]#[C:37][Si:39]([CH3:40])([CH3:41])[CH3:42])[cH:3][c:4]2[c:8]([c:9]([Cl:11])[cH:10]1)[C:7](=[O:12])[N:6]([CH:13]([CH3:14])[CH:15]1[CH2:16][CH2:17]1)[CH2:5]2. Reactants: CC1(O[C@@H]2[C@H]([C@H](O[C@@H]2O1)CO)O)C (1,2-O-Isopropylidene-α-D-xylofuranose), TEA, C(C1=CC=CC=C1)(=O)Cl (benzoyl chloride). Solvent: C(Cl)Cl (CH2Cl2), C(Cl)Cl (CH2Cl2), O (H2O). Conditions: time 2 hour. The product is OC1C(OC2OC(OC21)(C)C)COC(C2=CC=CC=C2)=O (Benzoic acid 6-hydroxy-2,2-dimethyl-tetrahydro-furo[2,3-d][1,3]dioxol-5-ylmethyl ester). Isolated yield 74.8%. RXN SMILES: [CH3:1][C:2]1([CH3:13])[O:9][C@@H:8]2[C@@H:4]([C@@H:5]([OH:12])[C@@H:6]([CH2:10][OH:11])[O:7]2)[O:3]1.[C:14](Cl)(=[O:21])[C:15]1[CH:20]=[CH:19][CH:18]=[CH:17][CH:16]=1>C(Cl)Cl.O>[OH:12][CH:5]1[CH:4]2[CH:8]([O:9][C:2]([CH3:13])([CH3:1])[O:3]2)[O:7][CH:6]1[CH2:10][O:11][C:14](=[O:21])[C:15]1[CH:20]=[CH:19][CH:18]=[CH:17][CH:16]=1. Procedure: 1,2-O-Isopropylidene-α-D-xylofuranose (Aldrich, 20 g, 100 mmol) in CH2Cl2 (300 mL) and TEA (44 mL, 310 mmol) was cooled to 0° C. The solution was treated with benzoyl chloride (12.8 mL, 110 mmol) in CH2Cl2 (10 mL) dropwise and stirred for 2 h. The solution was diluted with H2O (30 mL) and washed with saturated NaHCO3 (2×30 mL). The solution was dried over MgSO4, filtered and concentrated in vacuo. The residue was treated to flash column chromatography (SiO2, 4×20 cm, 0-100% EtOAc-hexanes gradien... Starting materials: O=C1N(C(C2=CC=CC=C12)=O)CCCN1N=NC(=C1)C=O (1-(3-(1,3-dioxoisoindolin-2-yl)propyl)-1H-1,2,3-triazole-4-carbaldehyde), CN(C1CCCC=2C=CC=NC12)CC#C (N-methyl-N-(prop-2-ynyl)-5,6,7,8-tetrahydroquinolin-8-amine), C(C)(=O)O[BH-](OC(C)=O)OC(C)=O.[Na+] (sodium triacetoxyborohydride), C([O-])(O)=O.[Na+] (sodium bicarbonate). Reagents/catalysts: C(C)(=O)O (acetic acid). Run in ClCCCl (1,2-dichloroethane). Conditions: time 24 hour. The product is CN(C1CCCC=2C=CC=NC12)CC=1N=NN(C1)CCCN1C(C2=CC=CC=C2C1=O)=O (2-(3-(4-((methyl(5,6,7,8-tetrahydroquinolin-8-yl)amino)-methyl)-1H-1,2,3-triazol-1-yl)propyl)isoindoline-1,3-dione). Isolated yield 80.0%. Reaction SMILES: [O:1]=[C:2]1[C:10]2[C:5](=[CH:6][CH:7]=[CH:8][CH:9]=2)[C:4](=[O:11])[N:3]1[CH2:12][CH2:13][CH2:14][N:15]1[CH:19]=[C:18]([CH:20]=O)[N:17]=[N:16]1.[CH3:22][N:23](CC#C)[CH:24]1[C:33]2[N:32]=[CH:31][CH:30]=[CH:29][C:28]=2[CH2:27][CH2:26][CH2:25]1.C(O[BH-](OC(=O)C)OC(=O)C)(=O)C.[Na+].C(=O)(O)[O-].[Na+]>C(O)(=O)C.ClCCCl>[CH3:22][N:23]([CH2:20][C:18]1[N:17]=[N:16][N:15]([CH2:14][CH2:13][CH2:12][N:3]2[C:4](=[O:11])[C:5]3[C:10](=[CH:9][CH:8]=[CH:7][CH:6]=3)[C:2]2=[O:1])[CH:19]=1)[CH:24]1[C:33]2[N:32]=[CH:31][CH:30]=[CH:29][C:28]=2[CH2:27][CH2:26][CH2:25]1 |f:2.3,4.5|. Procedure: A solution of 1-(3-(1,3-dioxoisoindolin-2-yl)propyl)-1H-1,2,3-triazole-4-carbaldehyde, 22, (0.24 g, 0.84 mmol), N-methyl-N-(prop-2-ynyl)-5,6,7,8-tetrahydroquinolin-8-amine, 5, (0.17 g, 1.01 mmol), sodium triacetoxyborohydride (0.27 g, 1.26 mmol) and a catalytic amount of acetic acid (2 drops) in 1,2-dichloroethane (10 mL) was warmed to 65° C. and stirred at this temperature for 24 h. The reaction mixture was cooled to room temperature. A saturated aqueous solution of sodium bicarbonate was added...